From a dataset of the Open Reaction Database (ORD), a public repository of structured organic reaction records. describe an organic reaction: reactants, conditions, products, and yield The reactants are C(C)(=O)OCC#CCN1C(N(C(C1(CF)CF)=O)C1=CC(=C(C#N)C=C1)C(F)(F)F)=O (4-[3-[4-(acetoxy)-2-butyn-1-yl]-4,4-bis(fluoromethyl)-2,5-dioxo-1-imidazolidinyl]-2-(trifluoromethyl)-benzonitrile), CO (methanol), Cl (hydrochloric acid), C([O-])(O)=O.[Na+] (sodium bicarbonate). Run in C(C)(=O)OCC (ethyl acetate). Reaction conditions: time 30 minute. Product: FCC1(N(C(N(C1=O)C1=CC(=C(C#N)C=C1)C(F)(F)F)=O)CC#CCO)CF (4-(4,4-bis(fluoromethyl)-2,5-dioxo-3-(4-hydroxy-2-butyn-1-yl)-1-imidazolidinyl)-2-(trifluoromethyl)-benzonitrile). The yield is 86.2%. As a reaction SMILES: C([O:4][CH2:5][C:6]#[C:7][CH2:8][N:9]1[C:13]([CH2:16][F:17])([CH2:14][F:15])[C:12](=[O:18])[N:11]([C:19]2[CH:26]=[CH:25][C:22]([C:23]#[N:24])=[C:21]([C:27]([F:30])([F:29])[F:28])[CH:20]=2)[C:10]1=[O:31])(=O)C.CO.Cl.C(=O)(O)[O-].[Na+]>C(OCC)(=O)C>[F:15][CH2:14][C:13]1([CH2:16][F:17])[C:12](=[O:18])[N:11]([C:19]2[CH:26]=[CH:25][C:22]([C:23]#[N:24])=[C:21]([C:27]([F:30])([F:29])[F:28])[CH:20]=2)[C:10](=[O:31])[N:9]1[CH2:8][C:7]#[C:6][CH2:5][OH:4] |f:3.4|. Procedure: 1 g of the product obtained in Stage 3 above, 18 ml of methanol and 4.5 ml of 2N hydrochloric acid are introduced then left for one hour 30 minutes at 50° C. The reaction medium is then returned to ambient temperature, poured into 30 ml of sodium bicarbonate, extraction is carried out with ethyl acetate 3 times, the extracts are washed with salt water and dried. After chromatography on silica eluting with methylene chloride-acetone: 85-15, 780 mg of expected product (white crystals) is obtained.... The reactants are O=C(Cl)c1ccccc1, CC(C)=O, [NH4+], N#C[S-], CCCNc1cccc2ccccc12. Yields the product CCCN(C(N)=S)c1cccc2ccccc12. RXN SMILES: [C:1]([Cl:2])(=[O:3])[c:4]1[cH:5][cH:6][cH:7][cH:8][cH:9]1.[CH3:28][C:29](=[O:30])[CH3:31].[NH4+:13].[S-:10][C:11]#[N:12].[c:14]1([NH:24][CH2:25][CH2:26][CH3:27])[cH:15][cH:16][cH:17][c:18]2[cH:19][cH:20][cH:21][cH:22][c:23]12>>[S:10]=[C:11]([NH2:12])[N:24]([c:14]1[cH:15][cH:16][cH:17][c:18]2[cH:19][cH:20][cH:21][cH:22][c:23]12)[CH2:25][CH2:26][CH3:27].